Dataset: the Open Reaction Database (ORD), a public repository of structured organic reaction records. Task: describe an organic reaction: reactants, conditions, products, and yield Reactants: CO (methanol), C(CC)O (propanol), O (water), O (water), C (Carbon black), C (CH4). Solvent: N#N (N2). The product is C(CC)(=O)O (propionic acid), C(CCC)(=O)O (butyric acid). Reaction SMILES: [CH4:1].[OH2:2].CO.[CH2:5]([OH:8])[CH2:6][CH3:7]>N#N>[C:5]([OH:2])(=[O:8])[CH2:6][CH3:7].[C:5]([OH:2])(=[O:8])[CH2:6][CH2:7][CH3:1]. Procedure details: Carbon black waste gas containing about 14 percent CO, 17 percent H2 and 4 percent CH4 in N2 is spared into a 1 L CSTR operating at 37° C. and a few inches of water pressure. The medium in the reactor is a basal salts mixture containing water, B-vitamins, salts and minerals. The single or mixed culture in the reactor produces a liquid phase product of methanol, propanol, buytanol, propionic acid, butyric acid or other desirable products. The system is set up essentially the same as in Example 8. Starting materials: CCOC(=O)CCBr, O=C([O-])[O-], CC#N, Cl, [I-], [K+], [K+], [K+], O=[N+]([O-])c1cccc(N2CCNCC2)c1. RXN SMILES: [Br:17][CH2:18][CH2:19][C:20](=[O:21])[O:22][CH2:23][CH3:24].[C:25](=[O:26])([O-:27])[O-:28].[CH3:33][C:34]#[N:35].[ClH:1].[I-:32].[K+:29].[K+:30].[K+:31].[N+:2](=[O:3])([O-:4])[c:5]1[cH:6][c:7]([N:11]2[CH2:12][CH2:13][NH:14][CH2:15][CH2:16]2)[cH:8][cH:9][cH:10]1>>[N+:2](=[O:3])([O-:4])[c:5]1[cH:6][c:7]([N:11]2[CH2:12][CH2:13][N:14]([CH2:18][CH2:19][C:20](=[O:21])[O:22][CH2:23][CH3:24])[CH2:15][CH2:16]2)[cH:8][cH:9][cH:10]1. The product is CCOC(=O)CCN1CCN(c2cccc([N+](=O)[O-])c2)CC1. Reactants: ClC1=CC(=C(C=C1OCC1C(C1)(F)F)N=C=S)F (4-Chloro-5-(2,2-difluorocyclopropylmethoxy)-2-fluorophenyl isothiocyanate), N1C(CCCC1)C(=O)OCC (ethyl piperidine-2-carboxylate). Solvent: CCCCCC (hexane), CCCCCC (hexane). The product is ClC1=CC(=C(C=C1OCC1C(C1)(F)F)N1C(N2C(CCCC2)C1=O)=S)F (2-[4-Chloro-5-(2,2-difluorocyclopropylmethoxy)-2-fluorophenyl]-3-thioxo-2,3,5,6,7,8-hexahydro-1H-imidazo[1.5-a]pyridin-1-one). RXN SMILES: [Cl:1][C:2]1[C:7]([O:8][CH2:9][CH:10]2[CH2:12][C:11]2([F:14])[F:13])=[CH:6][C:5]([N:15]=[C:16]=[S:17])=[C:4]([F:18])[CH:3]=1.[NH:19]1[CH2:24][CH2:23][CH2:22][CH2:21][CH:20]1[C:25](OCC)=[O:26]>CCCCCC>[Cl:1][C:2]1[C:7]([O:8][CH2:9][CH:10]2[CH2:12][C:11]2([F:14])[F:13])=[CH:6][C:5]([N:15]2[C:25](=[O:26])[CH:20]3[CH2:21][CH2:22][CH2:23][CH2:24][N:19]3[C:16]2=[S:17])=[C:4]([F:18])[CH:3]=1. Procedure: 2.9 g 4-Chloro-5-(2,2-difluorocyclopropylmethoxy)-2-fluorophenyl isothiocyanate was dissolved in 20 ml hexane and added dropwise to a solution of 1.5 ml ethyl piperidine-2-carboxylate in 10 ml hexane. The mixture heated under reflux for 2 hours. The solvent was removed and the residue was chromatographed on silica gel using a mixture of 3 parts hexane and 1 part ethyl acetate. The reactants are COC(=O)C1CN(c2ccc3c(c2)OCC(=O)N3C)C(=O)O1, CO, N. Yields the product CN1C(=O)COc2cc(N3CC(C(N)=O)OC3=O)ccc21. Reaction SMILES: [CH3:1][O:2][C:3](=[O:4])[CH:5]1[CH2:6][N:7]([c:11]2[cH:12][c:13]3[c:14]([cH:21][cH:22]2)[N:15]([CH3:20])[C:16](=[O:19])[CH2:17][O:18]3)[C:8](=[O:10])[O:9]1.[CH3:24][OH:25].[NH3:23]>>[O:2]=[C:3]([CH:5]1[CH2:6][N:7]([c:11]2[cH:12][c:13]3[c:14]([cH:21][cH:22]2)[N:15]([CH3:20])[C:16](=[O:19])[CH2:17][O:18]3)[C:8](=[O:10])[O:9]1)[NH2:23]. Reactants: CC#N, Cc1noc(C)c1CCl, OCc1c(F)cc(O)cc1F. The product is Cc1noc(C)c1COc1cc(F)c(CO)c(F)c1. Reaction SMILES: [CH3:21][C:22]#[N:23].[Cl:12][CH2:13][c:14]1[c:15]([CH3:20])[n:16][o:17][c:18]1[CH3:19].[F:1][c:2]1[c:3]([CH2:4][OH:5])[c:6]([F:11])[cH:7][c:8]([OH:10])[cH:9]1>>[F:1][c:2]1[c:3]([CH2:4][OH:5])[c:6]([F:11])[cH:7][c:8]([O:10][CH2:13][c:14]2[c:15]([CH3:20])[n:16][o:17][c:18]2[CH3:19])[cH:9]1. Starting materials: CCOC(=O)C(=O)N1C(=O)C(C(C)O[Si](C)(C)C(C)(C)C)C1C(C)C(=O)C(C)(C)O, CO, [O-][I+3]([O-])([O-])O. As a reaction SMILES: [C:1]([CH3:2])([CH3:3])([CH3:4])[Si:5]([O:6][CH:7]([CH3:8])[CH:9]1[C:10](=[O:28])[N:11]([C:21](=[O:22])[C:23](=[O:24])[O:25][CH2:26][CH3:27])[CH:12]1[CH:13]([C:14]([C:15]([OH:16])([CH3:17])[CH3:18])=[O:19])[CH3:20])([CH3:29])[CH3:30].[CH3:36][OH:37].[I+3:31]([O-:32])([OH:33])([O-:34])[O-:35]>>[C:1]([CH3:2])([CH3:3])([CH3:4])[Si:5]([O:6][CH:7]([CH3:8])[CH:9]1[C:10](=[O:28])[N:11]([C:21](=[O:22])[C:23](=[O:24])[O:25][CH2:26][CH3:27])[CH:12]1[CH:13]([C:14](=[O:19])[OH:32])[CH3:20])([CH3:29])[CH3:30]. Product: CCOC(=O)C(=O)N1C(=O)C(C(C)O[Si](C)(C)C(C)(C)C)C1C(C)C(=O)O.